Dataset: the Open Reaction Database (ORD), a public repository of structured organic reaction records. Task: describe an organic reaction: reactants, conditions, products, and yield Reactants: [OH-].[Na+] (sodium hydroxide), C(C)(=O)C1=CC=C(C(=O)OCC)C=C1 (ethyl 4-acetylbenzoate), C(C)(C)N (isopropyl amine). The reagents and catalysts are Cl[Ti](Cl)(Cl)Cl (Tetrachlorotitanium). The solvent is C(C)OCC (diethyl ether), ClCCl (dichloromethane), C(C)OCC (diethyl ether). Product: C(C)(C)N=C(C)C1=CC=C(C(=O)OCC)C=C1 (ethyl 4-(1-(isopropylimino)ethyl)benzoate). Reaction SMILES: [C:1]([C:4]1[CH:14]=[CH:13][C:7]([C:8]([O:10][CH2:11][CH3:12])=[O:9])=[CH:6][CH:5]=1)(=O)[CH3:2].[CH:15]([NH2:18])([CH3:17])[CH3:16].[OH-].[Na+]>ClCCl.C(OCC)C.Cl[Ti](Cl)(Cl)Cl>[CH:15]([N:18]=[C:1]([C:4]1[CH:14]=[CH:13][C:7]([C:8]([O:10][CH2:11][CH3:12])=[O:9])=[CH:6][CH:5]=1)[CH3:2])([CH3:17])[CH3:16] |f:2.3|. Procedure details: Tetrachlorotitanium (16.85 mL of 1 M, 16.85 mmol) in dichloromethane was added to a solution of ethyl 4-acetylbenzoate (5.4 g, 28.09 mmol) and isopropyl amine (6.644 g, 9.657 mL, 112.4 mmol) in diethyl ether (100 mL) at 0° C. and the reaction mixture allowed to warm to ambient temperature over 15 hours. The reaction mixture was poured into a biphasic mixture of aqueous 0.5 M sodium hydroxide and diethyl ether (4:1, 150 mL) and the layers separated. The aqueous phase was extracted with diethyl et...